Dataset: the Open Reaction Database (ORD), a public repository of structured organic reaction records. Task: describe an organic reaction: reactants, conditions, products, and yield The solvent is CO (methanol). The product is NC1=C(C(=NN1)NCC1=CC=CC=C1)C#N (5-amino-3-benzylamino-1H-pyrazole-4-carbonitrile). Reaction SMILES: O.[NH2:2][NH2:3].[CH2:4]([NH:11][C:12](SC)=[C:13]([C:16]#[N:17])[C:14]#[N:15])[C:5]1[CH:10]=[CH:9][CH:8]=[CH:7][CH:6]=1.CS>CO>[NH2:15][C:14]1[NH:3][N:2]=[C:12]([NH:11][CH2:4][C:5]2[CH:10]=[CH:9][CH:8]=[CH:7][CH:6]=2)[C:13]=1[C:16]#[N:17] |f:0.1|. Reactants: O.NN (hydrazine hydrate), C(C1=CC=CC=C1)NC(=C(C#N)C#N)SC (3-benzylamino-3-methylsulfanyl-2-cyano-acrylonitrile), CS (MeSH). Conditions: time 2 hour. Procedure details: 24 ml (0.48 mol) of hydrazine hydrate are added dropwise to a solution of 92 g (0.4 mol) of 3-benzylamino-3-methylsulfanyl-2-cyano-acrylonitrile in 400 ml of methanol, the temperature rising to 40° C. The reaction mixture is slowly heated to boiling (e evolution of MeSH!), boiled for 2 hours, cooled to RT and concentrated by evaporation to a residual volume of ≈200 ml. Dilution with diethyl ether, filtration and washing with diethyl ether yield 5-amino-3-benzylamino-1H-pyrazole-4-carbonitrile [S...